Dataset: the Open Reaction Database (ORD), a public repository of structured organic reaction records. Task: describe an organic reaction: reactants, conditions, products, and yield Starting materials: O=C(Cl)C(Cl)Cl, CC(N)C(Oc1ccc2c(cnn2-c2ccc(F)cc2)c1)c1ccccc1. The product is CC(NC(=O)C(Cl)Cl)C(Oc1ccc2c(cnn2-c2ccc(F)cc2)c1)c1ccccc1. As a reaction SMILES: [Cl:28][CH:29]([Cl:30])[C:31]([Cl:32])=[O:33].[F:1][c:2]1[cH:3][cH:4][c:5](-[n:8]2[n:9][cH:10][c:11]3[cH:12][c:13]([O:17][CH:18]([CH:19]([CH3:20])[NH2:21])[c:22]4[cH:23][cH:24][cH:25][cH:26][cH:27]4)[cH:14][cH:15][c:16]23)[cH:6][cH:7]1>>[F:1][c:2]1[cH:3][cH:4][c:5](-[n:8]2[n:9][cH:10][c:11]3[cH:12][c:13]([O:17][CH:18]([CH:19]([CH3:20])[NH:21][C:31]([CH:29]([Cl:28])[Cl:30])=[O:33])[c:22]4[cH:23][cH:24][cH:25][cH:26][cH:27]4)[cH:14][cH:15][c:16]23)[cH:6][cH:7]1. Starting materials: BrCCCCBr (1,4-dibromobutane), C(CCC)[Li] (n-butyllithium), solution, C(C)OC=1[C@@H](N=C(CN1)OCC)C(C)C ((2S)-2,5-dihydro-3,6-diethoxy-2-isopropyl pyrazine). Run in C(C)OCC (diethyl ether), hexanes, O1CCCC1 (tetrahydrofuran). Conditions: time 2.5 hour. Yields the product C(C)OC=1[C@@H](N=C([C@H](N1)CCCCBr)OCC)C(C)C ((2S,5R)-2,5-dihydro-3,6-diethoxy-2-isopropyl-5-(4-bromobutyl)pyrazine). Yield: 52.5%. As a reaction SMILES: C([Li])CCC.[CH2:6]([O:8][C:9]1[C@H:10]([CH:18]([CH3:20])[CH3:19])[N:11]=[C:12]([O:15][CH2:16][CH3:17])[CH2:13][N:14]=1)[CH3:7].[Br:21][CH2:22][CH2:23][CH2:24][CH2:25]Br>O1CCCC1.C(OCC)C>[CH2:6]([O:8][C:9]1[C@H:10]([CH:18]([CH3:20])[CH3:19])[N:11]=[C:12]([O:15][CH2:16][CH3:17])[C@@H:13]([CH2:25][CH2:24][CH2:23][CH2:22][Br:21])[N:14]=1)[CH3:7]. Procedure details: n-butyllithium (13.3 mL of a 1.6 M solution in hexanes,21.3 mmol) was added to a solution of (2S)-2,5-dihydro-3,6-diethoxy-2-isopropyl pyrazine (Schöllkopf reagent)(4.30 g, 20.3 mmol) in tetrahydrofuran (THF) over the course of five minutes. The solution was maintained at −78° C. for 15 minutes after which 1,4-dibromobutane (9.75 mL, 81.2 mmol) was added in a single portion. After 2.5 hours at −78° C. the reaction was allowed to warm to room temperature and diluted with diethyl ether (100 mL). T... Starting materials: CC(C)(C)[O-], CS(C)=O, O=C1C2COCCN2c2nc(Cl)ncc2N1CC1CC1, CI, [Na+]. Yields the product CC12COCCN1c1nc(Cl)ncc1N(CC1CC1)C2=O. As a reaction SMILES: [CH3:23][C:24]([O-:25])([CH3:26])[CH3:27].[CH3:29][S:30]([CH3:31])=[O:32].[Cl:1][c:2]1[n:3][c:4]2[c:9]([cH:10][n:11]1)[N:8]([CH2:12][CH:13]1[CH2:14][CH2:15]1)[C:7](=[O:16])[CH:6]1[N:5]2[CH2:20][CH2:19][O:18][CH2:17]1.[I:21][CH3:22].[Na+:28]>>[Cl:1][c:2]1[n:3][c:4]2[c:9]([cH:10][n:11]1)[N:8]([CH2:12][CH:13]1[CH2:14][CH2:15]1)[C:7](=[O:16])[C:6]1([CH3:23])[N:5]2[CH2:20][CH2:19][O:18][CH2:17]1.